From a dataset of the Open Reaction Database (ORD), a public repository of structured organic reaction records. describe an organic reaction: reactants, conditions, products, and yield Reactants: C(C(=O)Cl)(=O)Cl (oxalyl chloride), CC1=C(N=C(O1)C1=CC=C(C(=O)O)C=C1)CS(=O)(=O)C1=CC=C(C=C1)C (4-(5-Methyl-4-{[(4-methylphenyl)sulfonyl]methyl}-1,3-oxazol-2-yl)benzoic Acid), N1=CC(=CC=C1)CN (3-pyridinylmethylamine). Yields the product CC1=C(N=C(O1)C1=CC=C(C(=O)NCC=2C=NC=CC2)C=C1)CS(=O)(=O)C1=CC=C(C=C1)C (4-(5-Methyl-4-{[(4-methylphenyl)sulfonyl]methyl}-1,3-oxazol-2-yl)-N-(3-pyridinylmethyl)benzamide). Isolated yield 79.0%. Reaction SMILES: C(Cl)(=O)C(Cl)=O.[CH3:7][C:8]1[O:12][C:11]([C:13]2[CH:21]=[CH:20][C:16]([C:17]([OH:19])=O)=[CH:15][CH:14]=2)=[N:10][C:9]=1[CH2:22][S:23]([C:26]1[CH:31]=[CH:30][C:29]([CH3:32])=[CH:28][CH:27]=1)(=[O:25])=[O:24].[N:33]1[CH:38]=[CH:37][CH:36]=[C:35]([CH2:39][NH2:40])[CH:34]=1>>[CH3:7][C:8]1[O:12][C:11]([C:13]2[CH:14]=[CH:15][C:16]([C:17]([NH:40][CH2:39][C:35]3[CH:34]=[N:33][CH:38]=[CH:37][CH:36]=3)=[O:19])=[CH:20][CH:21]=2)=[N:10][C:9]=1[CH2:22][S:23]([C:26]1[CH:27]=[CH:28][C:29]([CH3:32])=[CH:30][CH:31]=1)(=[O:25])=[O:24]. Procedure: Reaction of oxalyl chloride (195 λL, 2.2 mmol) and benzoic acid 4 (415 mg, 1.1 mmol) and subsequent coupling to 3-pyridinylmethylamine (125 λL, 1.2 mmol) gave benzamide 9 (406 mg, 79%) as a white powder: mp (EtOAc) 190-191° C.; 1H NMR δ 9.20 (t, J=5.8 Hz, 1H, CONH), 8.57 (d, J=1.7 Hz, 1H, H-2′), 8.47 (dd, J=4.8, 1.5 Hz, 1H, H-6′), 8.00 (d, J=8.5 Hz, 2H, H-2, H-6), 7.90 (d, J=8.4 Hz, 2H, H-3, H-5), 7.74 (dt, J=7.8, 1.8 Hz, 1H, H-4′), 7.67 (d, J=8.2 Hz, 2H, H-2″, H-6″), 7.42 (d, J=8.2 Hz, 2H, H-3″... Reactants: CS(=O)(=O)OCCOC1=CC=CC2=CC=CC=C12 (2-(1-naphthyloxy)ethanol O-methanesulfonate), NC1=CC=C(C(=O)OCC)C=C1 (ethyl p-aminobenzoate). Run in CN(P(=O)(N(C)C)N(C)C)C (hexamethylphosphoramide). Product: C1(=CC=CC2=CC=CC=C12)OCCNC1=CC=C(C(=O)OCC)C=C1 (Ethyl p-{[2-(1-naphthyloxy)ethyl]amino}benzoate). Reaction SMILES: CS(O[CH2:6][CH2:7][O:8][C:9]1[C:18]2[C:13](=[CH:14][CH:15]=[CH:16][CH:17]=2)[CH:12]=[CH:11][CH:10]=1)(=O)=O.[NH2:19][C:20]1[CH:30]=[CH:29][C:23]([C:24]([O:26][CH2:27][CH3:28])=[O:25])=[CH:22][CH:21]=1>CN(C)P(N(C)C)(N(C)C)=O>[C:9]1([O:8][CH2:7][CH2:6][NH:19][C:20]2[CH:21]=[CH:22][C:23]([C:24]([O:26][CH2:27][CH3:28])=[O:25])=[CH:29][CH:30]=2)[C:18]2[C:13](=[CH:14][CH:15]=[CH:16][CH:17]=2)[CH:12]=[CH:11][CH:10]=1. Procedure details: A solution of 29.1 g. of 2-(1-naphthyloxy)ethanol O-methanesulfonate and 33 g. of ethyl p-aminobenzoate in 100 ml. of hexamethylphosphoramide is heated at 100° C. for 16 hours. The solution is worked up as described in Example 3 to give the product. Recrystallization gives crystals, m.p. 124°-127° C. Starting materials: ClC1=C(C(=O)C2=CC=C(C=C2)F)C=C(C=C1)Cl (2,5-dichloro-4′-fluorobenzophenone), N1C=NC=C1 (imidazole), C([O-])([O-])=O.[K+].[K+] (potassium carbonate), N,N′-dimethylacetamide, O (water). The solvent is C1(=CC=CC=C1)C (toluene), C1CCOC1 (THF). Conditions: temperature 110 celsius. Yields the product ClC1=C(C(=O)C2=CC=C(C=C2)N2C=NC=C2)C=C(C=C1)Cl (2,5-dichloro-4′-(1-imidazolyl)benzophenone). Yield: 87.3%. RXN SMILES: [Cl:1][C:2]1[CH:16]=[CH:15][C:14]([Cl:17])=[CH:13][C:3]=1[C:4]([C:6]1[CH:11]=[CH:10][C:9](F)=[CH:8][CH:7]=1)=[O:5].[NH:18]1[CH:22]=[CH:21][N:20]=[CH:19]1.C(=O)([O-])[O-].[K+].[K+].O>C1COCC1.C1(C)C=CC=CC=1>[Cl:1][C:2]1[CH:16]=[CH:15][C:14]([Cl:17])=[CH:13][C:3]=1[C:4]([C:6]1[CH:11]=[CH:10][C:9]([N:18]2[CH:22]=[CH:21][N:20]=[CH:19]2)=[CH:8][CH:7]=1)=[O:5] |f:2.3.4|. Procedure: A 2-L three-necked flask equipped with a stirrer, a thermometer, a condenser tube and a nitrogen inlet tube was charged with 150.7 g (0.560 mol) of 2,5-dichloro-4′-fluorobenzophenone, 114.4 g (1.68 mol) of imidazole, 100.6 g (0.728 mol) of potassium carbonate and 840 ml of N,N′-dimethylacetamide. The reaction solution was heated under a nitrogen atmosphere in an oil bath at 110° C. for 2 hours. After thin layer chromatography confirmed that the materials showed no peaks, the reaction liquid was ... Reactants: OCC=1C=C(OC1)[Si](CC)(CC)CC (4-hydroxymethyl-2-triethylsilylfuran), OCC=1C=C(OC1)[Si](CC)(CC)CC (4-hydroxymethyl-2-triethylsilylfuran), [H-].[K+] (potassium hydride), O1CCCC1 (tetrahydrofuran), O1CCCC1 (tetrahydrofuran), [H-].[K+] (potassium hydride), ICCCCCCCCCCCC (1-iodododecane). Conditions: time 4 day. Product: C(CCCCCCCCCCC)OC=1C=C(OC1)[Si](CC)(CC)CC (4-Dodecanoxy-2-triethylsilylfuran). Reaction SMILES: OC[C:3]1[CH:4]=[C:5]([Si:8]([CH2:13][CH3:14])([CH2:11][CH3:12])[CH2:9][CH3:10])[O:6][CH:7]=1.[H-].[K+].I[CH2:18][CH2:19][CH2:20][CH2:21][CH2:22][CH2:23][CH2:24][CH2:25][CH2:26][CH2:27][CH2:28][CH3:29].[O:30]1CCCC1>>[CH2:18]([O:30][C:3]1[CH:4]=[C:5]([Si:8]([CH2:9][CH3:10])([CH2:11][CH3:12])[CH2:13][CH3:14])[O:6][CH:7]=1)[CH2:19][CH2:20][CH2:21][CH2:22][CH2:23][CH2:24][CH2:25][CH2:26][CH2:27][CH2:28][CH3:29] |f:1.2|. Reported procedure: A solution of 4-hydroxymethyl-2-triethylsilylfuran (Compound 1, 160 mg, 0.75 mmol) in tetrahydrofuran (0.5 ml) was added to a suspension of potassium hydride (33 mg, 0.83 mmol) in tetrahydrofuran (1 ml) at room temperature. When all the potassium hydride disappeared, 1-iodododecane (0.37 ml, 1.5 mmol) was added. Stirring was continued for 4 days at room temperature. The reaction mixture was quenched with water. Extraction (ethyl ether) and evaporation of the dried (magnesium sulfate) extracts ga... The reactants are [BH4-], CC(C)=O, CO, CC(C)c1nnc2ccc(-c3sc(C4CCC(=O)CC4)nc3-c3ccc(F)cc3F)nn12, [Na+]. The product is CC(C)c1nnc2ccc(-c3sc(C4CCC(O)CC4)nc3-c3ccc(F)cc3F)nn12. RXN SMILES: [BH4-:33].[CH3:35][C:36](=[O:37])[CH3:38].[CH3:39][OH:40].[F:1][c:2]1[c:3](-[c:9]2[n:10][c:11]([CH:26]3[CH2:27][CH2:28][C:29](=[O:32])[CH2:30][CH2:31]3)[s:12][c:13]2-[c:14]2[cH:15][cH:16][c:17]3[n:18]([n:19]2)[c:20]([CH:23]([CH3:24])[CH3:25])[n:21][n:22]3)[cH:4][cH:5][c:6]([F:8])[cH:7]1.[Na+:34]>>[F:1][c:2]1[c:3](-[c:9]2[n:10][c:11]([CH:26]3[CH2:27][CH2:28][CH:29]([OH:32])[CH2:30][CH2:31]3)[s:12][c:13]2-[c:14]2[cH:15][cH:16][c:17]3[n:18]([n:19]2)[c:20]([CH:23]([CH3:24])[CH3:25])[n:21][n:22]3)[cH:4][cH:5][c:6]([F:8])[cH:7]1. Starting materials: CC1=CC=C(C=C1)N1C=NC=C1 (1-(4-methylphenyl)imidazole), BrCBr (dibromomethane), C1CCOC1 (THF). Conditions: time 9 hour. The product is [Br-].[Br-].CC1=CC=C(C=C1)[N+]1=CN(C=C1)CN1C=[N+](C=C1)C1=CC=C(C=C1)C (1,1′-Di-(4-methylphenyl)-3,3′-methylenediimidazolium dibromide). Reaction SMILES: [CH3:1][C:2]1[CH:7]=[CH:6][C:5]([N:8]2[CH:12]=[CH:11][N:10]=[CH:9]2)=[CH:4][CH:3]=1.[Br:13]CBr.[CH2:16]1[CH2:20]O[CH2:18][CH2:17]1>>[Br-:13].[Br-:13].[CH3:1][C:2]1[CH:3]=[CH:4][C:5]([N+:8]2[CH:12]=[CH:11][N:10]([CH2:5][N:8]3[CH:12]=[CH:11][N+:10]([C:16]4[CH:20]=[CH:1][C:2]([CH3:3])=[CH:18][CH:17]=4)=[CH:9]3)[CH:9]=2)=[CH:6][CH:7]=1 |f:3.4.5|. Reported procedure: 0.013 mol of 1-(4-methylphenyl)imidazole (2.000 g), 0.0063 mol of dibromomethane (1.099 g; 0.45 ml) and 5 ml of THF are stirred in a pressure tube at room temperature overnight and then at 120° C. for 9 hours. The precipitated solid is filtered off and washed repeatedly with a little tetrahydrofuran.